This data is from the Open Reaction Database (ORD), a public repository of structured organic reaction records. The task is: describe an organic reaction: reactants, conditions, products, and yield The reactants are CNC1CCCN(C2=C1C=CC=C2)C(C2=CC=C(C=C2)NC(C2=C(C=CC=C2)C)=O)=O (5-methylamino-1-[4-(2-methylbenzoylamino)benzoyl]-2,3,4,5-tetrahydro-1H-benzazepine), C([O-])([O-])=O.[K+].[K+] (potassium carbonate), [I-].[K+] (potassium iodide), BrCCCOC1OCCCC1 (2-(3-bromopropyloxy)-3,4,5,6-tetrahydro-2H-pyrane). Solvent: CN(C=O)C (dimethylformamide). Run at time 8 hour. Product: CN(CCCOC1OCCCC1)C1CCCN(C2=C1C=CC=C2)C(C2=CC=C(C=C2)NC(C2=C(C=CC=C2)C)=O)=O (5-{N-methyl-N-[3-(3,4,5,6-tetrahydro-2H-pyran-2-yloxy)propyl]amino}-1-[4-(2-methylbenzoylamino)benzoyl]-2,3,4,5-tetrahydro-1H-benzazepine). The yield is 64.5%. RXN SMILES: [CH3:1][NH:2][CH:3]1[C:9]2[CH:10]=[CH:11][CH:12]=[CH:13][C:8]=2[N:7]([C:14](=[O:31])[C:15]2[CH:20]=[CH:19][C:18]([NH:21][C:22](=[O:30])[C:23]3[CH:28]=[CH:27][CH:26]=[CH:25][C:24]=3[CH3:29])=[CH:17][CH:16]=2)[CH2:6][CH2:5][CH2:4]1.C(=O)([O-])[O-].[K+].[K+].[I-].[K+].Br[CH2:41][CH2:42][CH2:43][O:44][CH:45]1[CH2:50][CH2:49][CH2:48][CH2:47][O:46]1>CN(C)C=O>[CH3:1][N:2]([CH:3]1[C:9]2[CH:10]=[CH:11][CH:12]=[CH:13][C:8]=2[N:7]([C:14](=[O:31])[C:15]2[CH:20]=[CH:19][C:18]([NH:21][C:22](=[O:30])[C:23]3[CH:28]=[CH:27][CH:26]=[CH:25][C:24]=3[CH3:29])=[CH:17][CH:16]=2)[CH2:6][CH2:5][CH2:4]1)[CH2:41][CH2:42][CH2:43][O:44][CH:45]1[CH2:50][CH2:49][CH2:48][CH2:47][O:46]1 |f:1.2.3,4.5|. Procedure details: To a solution of 5-methylamino-1-[4-(2-methylbenzoylamino)benzoyl]-2,3,4,5-tetrahydro-1H-benzazepine (1.5 g) in dimethylformamide (20 ml) are added potassium carbonate (0.6 g), potassium iodide (0.72 g) and 2-(3-bromopropyloxy)-3,4,5,6-tetrahydro-2H-pyrane (0.97 g) and the mixture is stirred at room temperature overnight. The reaction solution is concentrated and to the resulting residue is added water. The mixture is extracted three times with dichloromethane. The extract is washed with saturat... Starting materials: COC1=C(C=CC=C1)NC1=C(C(=O)OCC)C=CC=C1 (ethyl 2-(2-methoxyphenylamino)benzoate), B(Br)(Br)Br (boron tribromide), CCOCC (Ether), ice water, CCOCC (ether). Run in C(Cl)Cl (methylene dichloride). Conditions: temperature -78 celsius, time 3 hour. The product is OC1=C(C=CC=C1)NC1=C(C(=O)OCC)C=CC=C1 (ethyl 2-(2-hydroxyphenylamino)benzoate). Isolated yield 57.4%. RXN SMILES: C[O:2][C:3]1[CH:8]=[CH:7][CH:6]=[CH:5][C:4]=1[NH:9][C:10]1[CH:20]=[CH:19][CH:18]=[CH:17][C:11]=1[C:12]([O:14][CH2:15][CH3:16])=[O:13].B(Br)(Br)Br.CCOCC>C(Cl)Cl>[OH:2][C:3]1[CH:8]=[CH:7][CH:6]=[CH:5][C:4]=1[NH:9][C:10]1[CH:20]=[CH:19][CH:18]=[CH:17][C:11]=1[C:12]([O:14][CH2:15][CH3:16])=[O:13]. Procedure: A solution of 9.74 g (0.0359 mole) of ethyl 2-(2-methoxyphenylamino)benzoate in 50 ml of methylene dichloride was cooled to -78° C. and 114 ml of boron tribromide (1M in methylene dichloride) was added dropwise over a period of 20 minutes. The reaction mixture was stirred at -78° C. for three hours, then at -40° C. for one hour and finally kept in a refrigerator at -4° C. overnight. Ether (50 ml) was added and the mixture poured into ice-water and ether. The ether solution was separated, dried o... The reactants are C(C)(C)N (isopropylamine), C(CC(C)=O)C1=NC(=NO1)CN1C=NC=2N(C(N(C)C(C12)=O)=O)C (7-[{5-(butan-3-on-1-yl)-1,2,4-oxadiazol-3-yl}-methyl]-theophylline). The solvent is C1=CC=CC=C1 (benzene). The product is C(C)(C)NC(CCC1=NC(=NO1)CN1C=NC=2N(C(N(C)C(C12)=O)=O)C)C (7-[{5-(3-isopropylamino-butan-1-yl)-1,2,4-oxadiazol-3-yl}-methyl]-theophylline). The yield is 53.0%. RXN SMILES: [CH2:1]([C:6]1[O:10][N:9]=[C:8]([CH2:11][N:12]2[C:21]3[C:20](=[O:22])[N:18]([CH3:19])[C:17](=[O:23])[N:16]([CH3:24])[C:15]=3[N:14]=[CH:13]2)[N:7]=1)[CH2:2][C:3](=O)[CH3:4].[CH:25]([NH2:28])([CH3:27])[CH3:26]>C1C=CC=CC=1>[CH:25]([NH:28][CH:3]([CH3:4])[CH2:2][CH2:1][C:6]1[O:10][N:9]=[C:8]([CH2:11][N:12]2[C:21]3[C:20](=[O:22])[N:18]([CH3:19])[C:17](=[O:23])[N:16]([CH3:24])[C:15]=3[N:14]=[CH:13]2)[N:7]=1)([CH3:27])[CH3:26]. Reported procedure: 3.32 g. of 7-[{5-(butan-3-on-1-yl)-1,2,4-oxadiazol-3-yl}-methyl]-theophylline prepared according to the previous Example are heated in 80 cm3 benzene with 6 cm3 isopropylamine under pressure at 80° C. for 4 hours. The mixture is evaporated and the residue is dissolved in 80 cm3 methanol and reduced with 0.8 g. of sodium tetrahydroborate. 2.0 g. (53% yield) of 7-[{5-(3-isopropylamino-butan-1-yl)-1,2,4-oxadiazol-3-yl}-methyl]-theophylline are obtained. M.p.: 55°-61° C. Starting materials: FC(C(C)(C)C)(F)C1=CC=C(C=C1)C (4-(1,1-difluoro-2,2-dimethylpropyl) toluene), [OH-].[Na+] (sodium hydroxide), [Mn](=O)(=O)(=O)[O-].[K+] (potassium permanganate), N1=CC=CC=C1 (pyridine). Solvent: O (water). Conditions: time 4 hour. The product is FC(C(C)(C)C)(F)C1=CC=C(C(=O)O)C=C1 (4-(1,1-difluoro-2,2-dimethyl propyl)benzoic acid). RXN SMILES: [F:1][C:2]([C:8]1[CH:13]=[CH:12][C:11]([CH3:14])=[CH:10][CH:9]=1)([F:7])[C:3]([CH3:6])([CH3:5])[CH3:4].[OH-:15].[Na+].[Mn]([O-])(=O)(=O)=[O:18].[K+].N1C=CC=CC=1>O>[F:1][C:2]([C:8]1[CH:13]=[CH:12][C:11]([C:14]([OH:18])=[O:15])=[CH:10][CH:9]=1)([F:7])[C:3]([CH3:6])([CH3:5])[CH3:4] |f:1.2,3.4|. Procedure details: A mixture of 13.5 grams (68.1 mmoles) of 4-(1,1-difluoro-2,2-dimethylpropyl) toluene, 6.8 grams (170 mmoles) of sodium hydroxide and 21.5 grams (136 mmoles) of potassium permanganate in 250 ml. of 1:1 pyridine:water is heated to 95° C. and stirred for 4 hours. This suspension is filtered, and the residue is wash with 300 ml. of water and 400 ml. of ethyl acetate. The filtrate is concentrated in vacuo and then redissolved in 300 ml. of water. The aqueous solution is washed with 500 ml. of ethyl a... Reactants: CCOC(=O)C=Cc1cnn(C)c1-c1cccnc1, CO, [Na+], [OH-], O=C(O)CC(O)(CC(=O)O)C(=O)O. Yields the product Cn1ncc(C=CC(=O)O)c1-c1cccnc1. Reaction SMILES: [CH3:1][n:2]1[n:3][cH:4][c:5]([CH:13]=[CH:14][C:15](=[O:16])[O:17][CH2:18][CH3:19])[c:6]1-[c:7]1[cH:8][n:9][cH:10][cH:11][cH:12]1.[CH3:35][OH:36].[Na+:21].[OH-:20].[OH:22][C:23]([CH2:24][C:25]([C:26](=[O:27])[OH:28])([CH2:29][C:30](=[O:31])[OH:32])[OH:33])=[O:34]>>[CH3:1][n:2]1[n:3][cH:4][c:5]([CH:13]=[CH:14][C:15](=[O:16])[OH:17])[c:6]1-[c:7]1[cH:8][n:9][cH:10][cH:11][cH:12]1. Starting materials: C[Si](C)(C)C#N (trimethylsilyl cyanide), C(C1=CC=CC=C1)(=O)Cl (benzoyl chloride), [Cl-].[Al+3].[Cl-].[Cl-] (aluminium chloride), ClC1=CC=C(NC2=NN=CC3=CC=CC=C23)C=C1 (1-(4-chloroanilino)phthalazine). The solvent is ClCCl (dichloromethane), O (water). Conditions: time 3 hour. Product: C(C1=CC=CC=C1)(=O)N1C(C2=CC=CC=C2C(=N1)NC1=CC=C(C=C1)Cl)C#N (2-Benzoyl-4-(4-chloroanilino)-1,2-dihydrophthalazine-1-carbonitrile). As a reaction SMILES: [Cl-].[Al+3].[Cl-].[Cl-].[Cl:5][C:6]1[CH:22]=[CH:21][C:9]([NH:10][C:11]2[C:20]3[C:15](=[CH:16][CH:17]=[CH:18][CH:19]=3)[CH:14]=[N:13][N:12]=2)=[CH:8][CH:7]=1.C[Si]([C:27]#[N:28])(C)C.[C:29](Cl)(=[O:36])[C:30]1[CH:35]=[CH:34][CH:33]=[CH:32][CH:31]=1>ClCCl.O>[C:29]([N:13]1[N:12]=[C:11]([NH:10][C:9]2[CH:8]=[CH:7][C:6]([Cl:5])=[CH:22][CH:21]=2)[C:20]2[C:15](=[CH:16][CH:17]=[CH:18][CH:19]=2)[CH:14]1[C:27]#[N:28])(=[O:36])[C:30]1[CH:35]=[CH:34][CH:33]=[CH:32][CH:31]=1 |f:0.1.2.3|. Reported procedure: Under N2 atmosphere, first 164 mg (1.2 mmol) anhydrous aluminium chloride is added to 12.6 g (49.3 mmol) 1-(4-chloroanilino)phthalazine in 90 ml dichloromethane, followed by 12.3 ml (98.6 mmol) trimethylsilyl cyanide. Finally, 11.5 ml (98.6 mmol) benzoyl chloride is added under ice cooling and stirred for 3 h at RT. The suspension is poured onto 0.6 ml water, filtered off, washed with water, and dried. Mixing in 150 ml boiling ethanol yields pure title compound: m.p.: 201-202° C.; Anal. calc.(C2... The reactants are BrC1=C(C2=C(OCCO2)C(=C1Br)[N+](=O)[O-])C(=O)O (6,7-dibromo-8-nitro-1,4-benzodioxane-5-carboxylic acid), S(=O)(Cl)Cl (thionyl chloride). Yields the product BrC1=C(C2=C(OCCO2)C(=C1Br)[N+](=O)[O-])C(=O)Cl (6,7-dibromo-8-nitro-1,4-benzodioxane-5-carbonyl chloride). Yield: 91.0%. Reaction SMILES: [Br:1][C:2]1[C:11]([Br:12])=[C:10]([N+:13]([O-:15])=[O:14])[C:5]2[O:6][CH2:7][CH2:8][O:9][C:4]=2[C:3]=1[C:16]([OH:18])=O.S(Cl)([Cl:21])=O>>[Br:1][C:2]1[C:11]([Br:12])=[C:10]([N+:13]([O-:15])=[O:14])[C:5]2[O:6][CH2:7][CH2:8][O:9][C:4]=2[C:3]=1[C:16]([Cl:21])=[O:18]. Procedure: 96 g of 6,7-dibromo-8-nitro-1,4-benzodioxane-5-carboxylic acid and 200 ml of thionyl chloride were introduced into a balloon flask provided with an agitator and a thermometer. The mixture was heated under reflux and then the excess thionyl chloride was removed under vacuum. The residue was dissolved in 100 ml of isopropyl ether and then the solvent removed and the produced air-dried. 91 g of 6,7-dibromo-8-nitro-1,4-benzodioxane-5-carbonyl chloride were obtained (M.P.: 215° C.; yield: 91%). Starting materials: O[C@](C(=O)N1[C@H](C(=O)NCC2=C(C=CC(=C2)Cl)CCN)CCC1)(C)C1=CC=CC=C1 (1-((2R)-2-hydroxy-2-phenylpropanoyl)-N-(2-(2-aminoethyl)-5-chlorobenzyl)-L-prolinamide), C(C=C)(=O)OCC (ethyl acrylate). The solvent is CCO (EtOH). Run at time 48 hour. The product is O[C@](C(=O)N1[C@H](C(=O)NCC2=C(C=CC(=C2)Cl)CCNCCC(=O)OCC)CCC1)(C)C1=CC=CC=C1 (1-((2R)-2-Hydroxy-2-phenylpropanoyl)-N-(2-(2-(ethoxycarbonylethylamino)ethyl)-5-chlorobenzyl)-L-prolinamide). RXN SMILES: [OH:1][C@@:2]([C:25]1[CH:30]=[CH:29][CH:28]=[CH:27][CH:26]=1)([CH3:24])[C:3]([N:5]1[CH2:23][CH2:22][CH2:21][C@H:6]1[C:7]([NH:9][CH2:10][C:11]1[CH:16]=[C:15]([Cl:17])[CH:14]=[CH:13][C:12]=1[CH2:18][CH2:19][NH2:20])=[O:8])=[O:4].[C:31]([O:35][CH2:36][CH3:37])(=[O:34])[CH:32]=[CH2:33]>CCO>[OH:1][C@@:2]([C:25]1[CH:26]=[CH:27][CH:28]=[CH:29][CH:30]=1)([CH3:24])[C:3]([N:5]1[CH2:23][CH2:22][CH2:21][C@H:6]1[C:7]([NH:9][CH2:10][C:11]1[CH:16]=[C:15]([Cl:17])[CH:14]=[CH:13][C:12]=1[CH2:18][CH2:19][NH:20][CH2:33][CH2:32][C:31]([O:35][CH2:36][CH3:37])=[O:34])=[O:8])=[O:4]. Procedure: To a stirred solution of 1-((2R)-2-hydroxy-2-phenylpropanoyl)-N-(2-(2-aminoethyl)-5-chlorobenzyl)-L-prolinamide (90 mg, 0.21 mmol) in EtOH (2 mL) was added ethyl acrylate (25 microliters, 0.22 mmol). The mixture was stirred at ambient temperature for 48 h. The solvent was removed under reduced pressure and the residue was purified by flash silica gel column chromatography using a gradient elution of 5% to 7.5% MeOH in CH2Cl2. The product-containing fractions were combined to give the title compo... Starting materials: [OH-].[Na+] (sodium hydroxide), C(C=C)(=O)Cl (acrylic acid chloride), C1(O)=CC=C(O)C=C1 (hydroquinone), O1CCN(CC1)CCCN (3-morpholinopropylamine). Run in O (water), C(C)#N (acetonitrile). Run at time 3.5 hour. Product: O1CCN(CC1)CCCNC(C=C)=O (N-(3-Morpholinopropyl)acrylamide). As a reaction SMILES: [C:1](Cl)(=[O:4])[CH:2]=[CH2:3].C1(C=CC(O)=CC=1)O.[O:14]1[CH2:19][CH2:18][N:17]([CH2:20][CH2:21][CH2:22][NH2:23])[CH2:16][CH2:15]1.[OH-].[Na+]>O.C(#N)C>[O:14]1[CH2:19][CH2:18][N:17]([CH2:20][CH2:21][CH2:22][NH:23][C:1](=[O:4])[CH:2]=[CH2:3])[CH2:16][CH2:15]1 |f:3.4|. Procedure details: In a 1 liter capacity round bottom flask equipped with a stirrer were put 90.5 g (1.0 mole) of acrylic acid chloride and 300 cc of acetonitrile and, as a polymerization inhibitor, 0.5 g of hydroquinone, and then, after the contents were cooled to 5°-10°C, 143 g (1.0 mole) of 3-morpholinopropylamine was added dropwise thereto over the course of 3.5 hours while stirring. Afterwards, the reaction mixture was stirred additionally for 2 hours at 40°-50°C. Next, a solution of 40 g of sodium hydroxide ... Starting materials: CO, CC(C)(C)OC(=O)NC(C#C[Si](C)(C)C)CCC(NC(=O)OC(C)(C)C)C(F)F, [Na+], [OH-]. Product: C#CC(CCC(NC(=O)OC(C)(C)C)C(F)F)NC(=O)OC(C)(C)C. As a reaction SMILES: [CH3:32][OH:33].[F:3][CH:4]([CH:5]([CH2:6][CH2:7][CH:8]([C:9]#[C:10][Si:11]([CH3:12])([CH3:13])[CH3:14])[NH:15][C:16](=[O:17])[O:18][C:19]([CH3:20])([CH3:21])[CH3:22])[NH:23][C:24](=[O:25])[O:26][C:27]([CH3:28])([CH3:29])[CH3:30])[F:31].[Na+:2].[OH-:1]>>[F:3][CH:4]([CH:5]([CH2:6][CH2:7][CH:8]([C:9]#[CH:10])[NH:15][C:16](=[O:17])[O:18][C:19]([CH3:20])([CH3:21])[CH3:22])[NH:23][C:24](=[O:25])[O:26][C:27]([CH3:28])([CH3:29])[CH3:30])[F:31].